From a dataset of the Open Reaction Database (ORD), a public repository of structured organic reaction records. describe an organic reaction: reactants, conditions, products, and yield Starting materials: COC1=CC(=NC=C1)C1=CC(=C(C=C1)C)[N+](=O)[O-] (4-(4-methoxypyridin-2-yl)-2-nitrotoluene), COC(N(C)C)OC (N,N-dimethylformamide dimethyl acetal). Solvent: CN(C=O)C (N,N-dimethylformamide). Reaction conditions: temperature 140 celsius, time 24 hour. Product: COC1=CC(=NC=C1)C1=CC(=C(C=O)C=C1)[N+](=O)[O-] (4-(4-methoxypyridin-2-yl)-2-nitrobenzaldehyde). RXN SMILES: [CH3:1][O:2][C:3]1[CH:8]=[CH:7][N:6]=[C:5]([C:9]2[CH:14]=[CH:13][C:12]([CH3:15])=[C:11]([N+:16]([O-:18])=[O:17])[CH:10]=2)[CH:4]=1.C[O:20]C(OC)N(C)C>CN(C)C=O>[CH3:1][O:2][C:3]1[CH:8]=[CH:7][N:6]=[C:5]([C:9]2[CH:14]=[CH:13][C:12]([CH:15]=[O:20])=[C:11]([N+:16]([O-:18])=[O:17])[CH:10]=2)[CH:4]=1. Procedure: To a solution of 4-(4-methoxypyridin-2-yl)-2-nitrotoluene (2.5 g) in N,N-dimethylformamide (15 ml) was added N,N-dimethylformamide dimethyl acetal (2.72 ml), and the mixture was stirred at 140° C. for 24 hours under a nitrogen atmosphere. The reaction mixture was evaporated under reduced pressure, and the residue was suspended in tetrahydrofuran (60 ml) and water (60 ml). Sodium metaperiodate (6.57 g) was added to the suspension, and the mixture was stirred at ambient temperature for 3 hours. Th... Reactants: C1(=CC=CC=C1)C=1OC=C(N1)COC1=CC=C(CN2N=C(C(=C2)CO)C=2SC=CC2)C=C1 ([1-[4-(2-phenyl-4-oxazolylmethoxy)benzyl]-3-(2-thienyl)-1H-pyrazol-4-yl]methanol). The reagents and catalysts are [O-2].[O-2].[Mn+4] (manganese dioxide). The solvent is O1CCCC1 (tetrahydrofuran). Run at time 8 hour. Yields the product C1(=CC=CC=C1)C=1OC=C(N1)COC1=CC=C(CN2N=C(C(=C2)C=O)C=2SC=CC2)C=C1 (1-[4-(2-phenyl-4-oxazolylmethoxy)benzyl]-3-(2-thienyl)-1H-pyrazole-4-carbaldehyde). Yield: 86.1%. As a reaction SMILES: [C:1]1([C:7]2[O:8][CH:9]=[C:10]([CH2:12][O:13][C:14]3[CH:32]=[CH:31][C:17]([CH2:18][N:19]4[CH:23]=[C:22]([CH2:24][OH:25])[C:21]([C:26]5[S:27][CH:28]=[CH:29][CH:30]=5)=[N:20]4)=[CH:16][CH:15]=3)[N:11]=2)[CH:6]=[CH:5][CH:4]=[CH:3][CH:2]=1>[O-2].[O-2].[Mn+4].O1CCCC1>[C:1]1([C:7]2[O:8][CH:9]=[C:10]([CH2:12][O:13][C:14]3[CH:15]=[CH:16][C:17]([CH2:18][N:19]4[CH:23]=[C:22]([CH:24]=[O:25])[C:21]([C:26]5[S:27][CH:28]=[CH:29][CH:30]=5)=[N:20]4)=[CH:31][CH:32]=3)[N:11]=2)[CH:2]=[CH:3][CH:4]=[CH:5][CH:6]=1 |f:1.2.3|. Reported procedure: A mixture of [1-[4-(2-phenyl-4-oxazolylmethoxy)benzyl]-3-(2-thienyl)-1H-pyrazol-4-yl]methanol (2.03 g), activated manganese dioxide (6.00 g), and tetrahydrofuran (50 ml) was stirred at room temperature overnight. After the manganese dioxide was removed by filtration, the filtrate was concentrated to obtain 1-[4-(2-phenyl-4-oxazolylmethoxy)benzyl]-3-(2-thienyl)-1H-pyrazole-4-carbaldehyde (1.74 g, yield: 86%) as colorless crystals. This was recrystallized from ethyl acetate-hexane. Melting point: ... Starting materials: [Mg] (magnesium), C(CCC)Cl (n-butyl chloride), C(C)C(C[Na])CCCC (2-ethylhexylsodium). The solvent is CCCCCCC (heptane), heptane,2. Run at time 8 hour. Product: C(CCC)[Mg]CC(CCCC)CC (n-Butyl-2-Ethylhexylmagnesium). As a reaction SMILES: [Mg:1].[CH2:2](Cl)[CH2:3][CH2:4][CH3:5].[CH2:7]([CH:9]([CH2:12][CH2:13][CH2:14][CH3:15])[CH2:10][Na])[CH3:8]>CCCCCCC>[CH2:2]([Mg:1][CH2:10][CH:9]([CH2:7][CH3:8])[CH2:12][CH2:13][CH2:14][CH3:15])[CH2:3][CH2:4][CH3:5]. Reported procedure: To a reaction mixture derived by cooking magnesium metal powder (0.30 g atoms) and n-butyl chloride (0.25 moles) together in 175 ml refluxing heptane was added a solution of 2-ethylhexylsodium (310 ml of 0.65N conc.) in heptane,2 the temperature of reaction not exceeding 42° C. On filtration of the reaction mixture, a solution which was 0.64N in total alkalinity and 0.34M in Mg was obtained. The solution was concentrated to 0.64M (2.2 wt. % Mg) in Mg (Na=0.0025M). Some precipitation of solids oc... The product is C(C)(C)(C)C1=CC=C(C=C1)C(C#N)=C(C1=C(C=CC=C1)C(F)(F)F)OC(=O)SCC (α-(4-tert-Butylphenyl)-β-[(ethylthio)carbonyloxy]-β-(2-trifluoromethylphenyl)acrylonitrile). Reaction SMILES: [C:1]([C:5]1[CH:13]=[CH:12][C:8]([CH2:9][C:10]#[N:11])=[CH:7][CH:6]=1)([CH3:4])([CH3:3])[CH3:2].[F:14][C:15]([F:26])([F:25])[C:16]1[CH:24]=[CH:23][CH:22]=[CH:21][C:17]=1[C:18](Cl)=[O:19].[H-].[Na+].Cl[C:30]1C=[CH:33][S:32][C:31]=1C(OCC)=O.CN(C)C=[O:43]>>[C:1]([C:5]1[CH:6]=[CH:7][C:8]([C:9](=[C:18]([O:19][C:33]([S:32][CH2:31][CH3:30])=[O:43])[C:17]2[CH:21]=[CH:22][CH:23]=[CH:24][C:16]=2[C:15]([F:26])([F:25])[F:14])[C:10]#[N:11])=[CH:12][CH:13]=1)([CH3:4])([CH3:2])[CH3:3] |f:2.3|. Reaction conditions: temperature 40 celsius, time 30 minute. Procedure: A mixture comprising 2.0 g of 4-tert-butylbenzyl cyanide, 2.34 g of 2-trifluoromethylbenzoyl chloride and 8 ml of dimethylformamide, was dropwise added to a mixture comprising 0.83 g of 68% sodium hydride and 13 ml of dimethylformamide, while maintaining the temperature at 40° C. After completion of the dropwise addition, the reaction was carried out at room temperature for 30 minutes. The reaction mixture was cooled with ice, and a mixture comprising 1.77 g of ethyl chlorothiolformate and 1.2 m... Reactants: [H-].[Na+] (sodium hydride), CN(C=O)C (dimethylformamide), ClC1=C(SC=C1)C(=O)OCC (ethyl chlorothiolformate), CN(C=O)C (dimethylformamide), C(C)(C)(C)C1=CC=C(CC#N)C=C1 (4-tert-butylbenzyl cyanide), ice water, CN(C=O)C (dimethylformamide), FC(C1=C(C(=O)Cl)C=CC=C1)(F)F (2-trifluoromethylbenzoyl chloride). The reactants are C1CCOC1, COc1ccc(C=O)cc1C, [Mg], BrCCCc1ccccc1. Yields the product COc1ccc(C(O)CCCc2ccccc2)cc1C. RXN SMILES: [CH2:23]1[O:24][CH2:25][CH2:26][CH2:27]1.[CH3:12][c:13]1[cH:14][c:15]([CH:16]=[O:17])[cH:18][cH:19][c:20]1[O:21][CH3:22].[Mg:11].[c:1]1([CH2:7][CH2:8][CH2:9][Br:10])[cH:2][cH:3][cH:4][cH:5][cH:6]1>>[c:1]1([CH2:7][CH2:8][CH2:9][CH:16]([c:15]2[cH:14][c:13]([CH3:12])[c:20]([O:21][CH3:22])[cH:19][cH:18]2)[OH:17])[cH:2][cH:3][cH:4][cH:5][cH:6]1. The reactants are O=C1CCCC(c2ccc(Br)cc2)N1, CC(=O)[O-], Cl, [K+], O=C(NC1CN2CCC1CC2)c1cc2cccc(Br)c2s1, [Na+], [Na+], O=C([O-])[O-], CN(C)C=O. Yields the product Cl, O=C1CCCC(c2ccc(-c3cccc4cc(C(=O)NC5CN6CCC5CC6)sc34)cc2)N1. RXN SMILES: [Br:1][c:2]1[cH:3][cH:4][c:5]([CH:8]2[CH2:9][CH2:10][CH2:11][C:12](=[O:14])[NH:13]2)[cH:6][cH:7]1.[CH3:16][C:17](=[O:18])[O-:19].[ClH:20].[K+:15].[N:21]12[CH2:22][CH:23]([NH:29][C:30](=[O:31])[c:32]3[s:33][c:34]4[c:35]([cH:36]3)[cH:37][cH:38][cH:39][c:40]4[Br:41])[CH:24]([CH2:25][CH2:26]1)[CH2:27][CH2:28]2.[Na+:42].[Na+:43].[O-:44][C:45](=[O:46])[O-:47].[O:48]=[CH:49][N:50]([CH3:51])[CH3:52]>>[ClH:20].[c:2]1(-[c:40]2[c:34]3[s:33][c:32]([C:30]([NH:29][CH:23]4[CH2:22][N:21]5[CH2:26][CH2:25][CH:24]4[CH2:27][CH2:28]5)=[O:31])[cH:36][c:35]3[cH:37][cH:38][cH:39]2)[cH:3][cH:4][c:5]([CH:8]2[CH2:9][CH2:10][CH2:11][C:12](=[O:14])[NH:13]2)[cH:6][cH:7]1. Reactants: CC(C)(C)COC(=O)Cl, CCN1C(=O)C(C)(C)c2cc3[nH]c(-c4n[nH]cc4N)nc3cc21. The product is CCN1C(=O)C(C)(C)c2cc3[nH]c(-c4n[nH]cc4NC(=O)OCC(C)(C)C)nc3cc21. Reaction SMILES: [Cl:24][C:25](=[O:26])[O:27][CH2:28][C:29]([CH3:30])([CH3:31])[CH3:32].[NH2:1][c:2]1[c:3](-[c:7]2[n:8][c:9]3[c:10]([cH:11][c:12]4[c:16]([cH:17]3)[N:15]([CH2:18][CH3:19])[C:14](=[O:20])[C:13]4([CH3:21])[CH3:22])[nH:23]2)[n:4][nH:5][cH:6]1>>[NH:1]([c:2]1[c:3](-[c:7]2[n:8][c:9]3[c:10]([cH:11][c:12]4[c:16]([cH:17]3)[N:15]([CH2:18][CH3:19])[C:14](=[O:20])[C:13]4([CH3:21])[CH3:22])[nH:23]2)[n:4][nH:5][cH:6]1)[C:25](=[O:26])[O:27][CH2:28][C:29]([CH3:30])([CH3:31])[CH3:32].